Dataset: the Open Reaction Database (ORD), a public repository of structured organic reaction records. Task: describe an organic reaction: reactants, conditions, products, and yield Reactants: BrCCCCBr (1,4-Dibromobutane), CC(C)=CCC\C(\C)=C\CO (geraniol), C(CCC)[N+](CCCC)(CCCC)CCCC (tetrabutylammonium). Solvent: CCCCCC (hexane), O (water). Run at time 20 hour. Product: C(\C=C(/C)\CCC=C(C)C)OCCCCBr (geranyloxybutyl bromide). Yield: 352.4%. Reaction SMILES: [Br:1][CH2:2][CH2:3][CH2:4][CH2:5]Br.[CH3:7][C:8](=[CH:10][CH2:11][CH2:12]/[C:13](=[CH:15]/[CH2:16][OH:17])/[CH3:14])[CH3:9].C([N+](CCCC)(CCCC)CCCC)CCC>CCCCCC.O>[CH2:16]([O:17][CH2:5][CH2:4][CH2:3][CH2:2][Br:1])/[CH:15]=[C:13](/[CH2:12][CH2:11][CH:10]=[C:8]([CH3:9])[CH3:7])\[CH3:14]. Procedure: 1,4-Dibromobutane (42.7 g, 198 mmol), geraniol (8.78 g, 56.9 mmol) and tetrabutylammonium w/v, 70 mL) was added with stirring. The reaction mixture was heated at reflux for 3 h under N2. then left stirring under N2 for a further two days. Heating at reflux was resumed for a further 20 h and then the reaction mixture was cooled to room temperature and diluted with hexane (80 mL) and water (80 ml). The product was partitioned into the hexane layer and then the water layer was extracted with ether ...